Dataset: the Open Reaction Database (ORD), a public repository of structured organic reaction records. Task: describe an organic reaction: reactants, conditions, products, and yield The reactants are C[Mg]Cl (Methyl magnesium chloride), C(C1=CC=CC=C1)(=O)NC1(CCC1)CC=O ([1-(benzoylamino)cyclobutyl]acetaldehyde), [NH4+].[Cl-] (NH4Cl). Solvent: C1CCOC1 (THF). Reaction conditions: time 5 hour. The product is C(C1=CC=CC=C1)(=O)NC1(CCC1)CC(C)O (1-[1-(benzoylamino)cyclobutyl]-2-propanol). The yield is 87.0%. As a reaction SMILES: [CH3:1][Mg]Cl.[C:4]([NH:12][C:13]1([CH2:17][CH:18]=[O:19])[CH2:16][CH2:15][CH2:14]1)(=[O:11])[C:5]1[CH:10]=[CH:9][CH:8]=[CH:7][CH:6]=1.[NH4+].[Cl-]>C1COCC1>[C:4]([NH:12][C:13]1([CH2:17][CH:18]([OH:19])[CH3:1])[CH2:16][CH2:15][CH2:14]1)(=[O:11])[C:5]1[CH:10]=[CH:9][CH:8]=[CH:7][CH:6]=1 |f:2.3|. Reported procedure: Methyl magnesium chloride (14.0 mL, 3M solution in THF) was added to a stirred solution of [1-(benzoylamino)cyclobutyl]acetaldehyde (2.82 g, 13.0 mmol) in THF (30 mL) at −0° C., and the mixture was stirred at room temperature for 5 hours. Saturated aqueous NH4Cl (10 mL) was added to the mixture 0° C., and the resulting mixture was extracted with ethyl acetate. The combined organic extracts were dried over anhydrous Na2SO4, filtered, and concentrated in vacuo. Flash chromatography (hexane:AcOEt=2... Procedure details: A mixture of 5-[4-(cyclopropylsulfonyl)phenyl]-1-[5-(1,2-dihydroxy-2-methylpropyl)-1,3-thiazol-2-yl]-6-(tetrahydro-2H-pyran-4-yl)hexane-1,4-dione (0.52 g), ammonium acetate (0.37 g) and acetic acid (4 mL) was stirred at 90° C. for 2 hr. The reaction mixture was neutralized with 8M aqueous sodium hydroxide solution, and extracted with ethyl acetate. The ethyl acetate layer was washed with saturated brine, dried (MgSO4) and concentrated. The residue was subjected to silica gel column chromatograph... Yield: 55.8%. The product is C1(CC1)S(=O)(=O)C1=CC=C(C=C1)C(CC1CCOCC1)C1=CC=C(N1)C=1SC(=CN1)C(C(C)(O)C)O (1-[2-(5-{1-[4-(cyclopropylsulfonyl)phenyl]-2-(tetrahydro-2H-pyran-4-yl)ethyl}-1H-pyrrol-2-yl)-1,3-thiazol-5-yl]-2-methylpropane-1,2-diol). Reaction conditions: temperature 90 celsius, time 2 hour. Starting materials: C1(CC1)S(=O)(=O)C1=CC=C(C=C1)C(C(CCC(=O)C=1SC(=CN1)C(C(C)(C)O)O)=O)CC1CCOCC1 (5-[4-(cyclopropylsulfonyl)phenyl]-1-[5-(1,2-dihydroxy-2-methylpropyl)-1,3-thiazol-2-yl]-6-(tetrahydro-2H-pyran-4-yl)hexane-1,4-dione), C(C)(=O)[O-].[NH4+] (ammonium acetate), [OH-].[Na+] (sodium hydroxide). Run in C(C)(=O)O (acetic acid). Reaction SMILES: [CH:1]1([S:4]([C:7]2[CH:12]=[CH:11][C:10]([CH:13]([CH2:31][CH:32]3[CH2:37][CH2:36][O:35][CH2:34][CH2:33]3)[C:14](=O)[CH2:15][CH2:16][C:17]([C:19]3[S:20][C:21]([CH:24]([OH:29])[C:25]([OH:28])([CH3:27])[CH3:26])=[CH:22][N:23]=3)=O)=[CH:9][CH:8]=2)(=[O:6])=[O:5])[CH2:3][CH2:2]1.C([O-])(=O)C.[NH4+:42].[OH-].[Na+]>C(O)(=O)C>[CH:1]1([S:4]([C:7]2[CH:8]=[CH:9][C:10]([CH:13]([C:14]3[NH:42][C:17]([C:19]4[S:20][C:21]([CH:24]([OH:29])[C:25]([CH3:27])([OH:28])[CH3:26])=[CH:22][N:23]=4)=[CH:16][CH:15]=3)[CH2:31][CH:32]3[CH2:37][CH2:36][O:35][CH2:34][CH2:33]3)=[CH:11][CH:12]=2)(=[O:6])=[O:5])[CH2:2][CH2:3]1 |f:1.2,3.4|. Reactants: N1=C(C=NC2=CC=CC=C12)NC=1O[C@]2(CN3CCC2CC3)CN1 ((R)—N-(quinoxalin-2-yl)-4H-1′-azaspiro[oxazole-5,3′-bicyclo[2.2.2]octan]-2-amine), ClC=1C=C(C(=O)OO)C=CC1 (3-chlorobenzoperoxoic acid). Solvent: C1CCOC1 (THF). Yields the product N1=C(C=NC2=CC=CC=C12)NC=1O[C@]2(C[N+]3(CCC2CC3)[O-])CN1 ((S)-2-(quinoxalin-2-ylamino)-4H-1′-azaspiro[oxazole-5,3′-bicyclo[2.2.2]octane]1′-oxide). The yield is 96.1%. As a reaction SMILES: [N:1]1[C:10]2[C:5](=[CH:6][CH:7]=[CH:8][CH:9]=2)[N:4]=[CH:3][C:2]=1[NH:11][C:12]1[O:13][C@:14]2([CH2:22][N:23]=1)[CH:19]1[CH2:20][CH2:21][N:16]([CH2:17][CH2:18]1)[CH2:15]2.ClC1C=C(C=CC=1)C(OO)=[O:29]>C1COCC1>[N:1]1[C:10]2[C:5](=[CH:6][CH:7]=[CH:8][CH:9]=2)[N:4]=[CH:3][C:2]=1[NH:11][C:12]1[O:13][C@:14]2([CH2:22][N:23]=1)[CH:19]1[CH2:18][CH2:17][N+:16]([O-:29])([CH2:21][CH2:20]1)[CH2:15]2. Procedure details: A solution of (R)—N-(quinoxalin-2-yl)-4H-1′-azaspiro[oxazole-5,3′-bicyclo[2.2.2]octan]-2-amine (190 mg, 0.614 mmol) and 3-chlorobenzoperoxoic acid (165 mg, 0.737 mmol) in 4 mL THF was stirred at room temperature for 2 h. The reaction was concentrated and the crude product was purified by flash chromatography on a 40 g silica gel cartridge with 1 to 30% [9:1 MeOH/NH4OH] in EtOAc. Pure fractions were pooled, concentrated, redissolved in CHCl3, and filtered through a 0.45 u filter to yield (S)-2-(q... Reactants: CC(=O)c1ccc(N)c(F)c1, CC(=O)O, Cl[Cu]Cl, [Na+], O=[N+]([O-])[O-], O=S=O, O, O, O. Product: CC(=O)c1ccc(S(N)(=O)=O)c(F)c1. RXN SMILES: [C:1]([CH3:2])(=[O:3])[c:4]1[cH:5][c:6]([F:11])[c:7]([NH2:8])[cH:9][cH:10]1.[CH3:21][C:22](=[O:23])[OH:24].[Cu:27]([Cl:28])[Cl:29].[Na+:12].[O-:13][N+:14](=[O:15])[O-:16].[O:17]=[S:18]=[O:19].[OH2:20].[OH2:25].[OH2:26]>>[C:1]([CH3:2])(=[O:3])[c:4]1[cH:5][c:6]([F:11])[c:7]([S:18]([NH2:14])(=[O:17])=[O:19])[cH:9][cH:10]1.